This data is from the Open Reaction Database (ORD), a public repository of structured organic reaction records. The task is: describe an organic reaction: reactants, conditions, products, and yield The reactants are OCCCc1ccc(Br)cc1, CC(C)(C)[Si](C)(C)Cl, CN(C)C=O, c1c[nH]cn1. Yields the product CC(C)(C)[Si](C)(C)OCCCc1ccc(Br)cc1. RXN SMILES: [Br:1][c:2]1[cH:3][cH:4][c:5]([CH2:8][CH2:9][CH2:10][OH:11])[cH:6][cH:7]1.[C:17]([CH3:18])([CH3:19])([CH3:20])[Si:21]([CH3:22])([CH3:23])[Cl:24].[O:25]=[CH:26][N:27]([CH3:28])[CH3:29].[nH:12]1[cH:13][cH:14][n:15][cH:16]1>>[Br:1][c:2]1[cH:3][cH:4][c:5]([CH2:8][CH2:9][CH2:10][O:11][Si:21]([C:17]([CH3:18])([CH3:19])[CH3:20])([CH3:22])[CH3:23])[cH:6][cH:7]1. Reactants: N#Cc1cc(Cl)c(C(=O)Nc2ccnc(Br)c2)c(Cl)c1, O=C([O-])[O-], [Cs+], [Cs+], Nc1ccncn1, O=C(C=Cc1ccccc1)C=Cc1ccccc1, O=C(C=Cc1ccccc1)C=Cc1ccccc1, O=C(C=Cc1ccccc1)C=Cc1ccccc1, C1COCCO1, [Pd], [Pd]. The product is N#Cc1cc(Cl)c(C(=O)Nc2ccnc(Nc3ccncn3)c2)c(Cl)c1. Reaction SMILES: [Br:1][c:2]1[n:3][cH:4][cH:5][c:6]([NH:8][C:9]([c:10]2[c:11]([Cl:19])[cH:12][c:13]([C:17]#[N:18])[cH:14][c:15]2[Cl:16])=[O:20])[cH:7]1.[C:28](=[O:29])([O-:30])[O-:31].[Cs+:32].[Cs+:33].[NH2:21][c:22]1[cH:23][cH:24][n:25][cH:26][n:27]1.[O:36]=[C:37]([CH:38]=[CH:39][c:40]1[cH:41][cH:42][cH:43][cH:44][cH:45]1)[CH:46]=[CH:47][c:48]1[cH:49][cH:50][cH:51][cH:52][cH:53]1.[O:54]=[C:55]([CH:56]=[CH:57][c:58]1[cH:59][cH:60][cH:61][cH:62][cH:63]1)[CH:64]=[CH:65][c:66]1[cH:67][cH:68][cH:69][cH:70][cH:71]1.[O:72]=[C:73]([CH:74]=[CH:75][c:76]1[cH:77][cH:78][cH:79][cH:80][cH:81]1)[CH:82]=[CH:83][c:84]1[cH:85][cH:86][cH:87][cH:88][cH:89]1.[O:90]1[CH2:91][CH2:92][O:93][CH2:94][CH2:95]1.[Pd:34].[Pd:35]>>[c:2]1([NH:21][c:22]2[cH:23][cH:24][n:25][cH:26][n:27]2)[n:3][cH:4][cH:5][c:6]([NH:8][C:9]([c:10]2[c:11]([Cl:19])[cH:12][c:13]([C:17]#[N:18])[cH:14][c:15]2[Cl:16])=[O:20])[cH:7]1. The reactants are [N+](=O)([O-])C1=CC=C(C=C1)OC(\C=C\C=C(C1=CC(=CC=C1)OC)C1=CC(=CC=C1)OC)=O ((E)-5,5-bis-(3-methoxyphenyl)-2,4-pentadienoic acid 4-nitrophenyl ester), CC(CCCC=1C=NC=CC1)(N)C (alpha,alpha-dimethyl-3-pyridinebutanamine). Run in O1CCCC1 (tetrahydrofuran). The product is COC=1C=C(C=CC1)C(=C/C=C/C(=O)NC(CCCC=1C=NC=CC1)(C)C)C1=CC(=CC=C1)OC ((E)-5,5-bis(3-methoxyphenyl)-N-[1,1-dimethyl-4-(3-pyridinyl)butyl]-2,4-pentadienamide). RXN SMILES: [N+](C1C=CC([O:10][C:11](=O)/[CH:12]=[CH:13]/[CH:14]=[C:15]([C:24]2[CH:29]=[CH:28][CH:27]=[C:26]([O:30][CH3:31])[CH:25]=2)[C:16]2[CH:21]=[CH:20][CH:19]=[C:18]([O:22][CH3:23])[CH:17]=2)=CC=1)([O-])=O.[CH3:33][C:34]([CH3:45])([NH2:44])[CH2:35][CH2:36][CH2:37][C:38]1[CH:39]=[N:40][CH:41]=[CH:42][CH:43]=1>O1CCCC1>[CH3:23][O:22][C:18]1[CH:17]=[C:16]([C:15]([C:24]2[CH:29]=[CH:28][CH:27]=[C:26]([O:30][CH3:31])[CH:25]=2)=[CH:14]/[CH:13]=[CH:12]/[C:11]([NH:44][C:34]([CH3:45])([CH3:33])[CH2:35][CH2:36][CH2:37][C:38]2[CH:39]=[N:40][CH:41]=[CH:42][CH:43]=2)=[O:10])[CH:21]=[CH:20][CH:19]=1. Reported procedure: As in Example 134, a solution of (E)-5,5-bis-(3-methoxyphenyl)-2,4-pentadienoic acid 4-nitrophenyl ester 1.73 and alpha,alpha-dimethyl-3-pyridinebutanamine (0.9 mL) in tetrahydrofuran (20 mL) was stirred for 30 hours at reflux and, after the usual work up, the product was crystallized from ethyl acetate-hexane to afford 1.6 g of (E)-5,5-bis(3-methoxyphenyl)-N-[1,1-dimethyl-4-(3-pyridinyl)butyl]-2,4-pentadienamide mp 120°-121° C. Anal. Calculated for C30H34N2O3 : C, 76.57; H, 7.28; N, 5.95 Found:... Reactants: CC(C)[S-], CCOC(C)=O, Nc1c([N+](=O)[O-])ccc(F)c1F, [Na+], CN(C)C=O. Yields the product CC(C)Sc1ccc([N+](=O)[O-])c(N)c1F. RXN SMILES: [CH3:1][CH:2]([CH3:3])[S-:4].[CH3:23][CH2:24][O:25][C:26]([CH3:27])=[O:28].[F:6][c:7]1[c:8]([NH2:9])[c:10]([N+:15](=[O:16])[O-:17])[cH:11][cH:12][c:13]1[F:14].[Na+:5].[O:18]=[CH:19][N:20]([CH3:21])[CH3:22]>>[CH3:1][CH:2]([CH3:3])[S:4][c:13]1[c:7]([F:6])[c:8]([NH2:9])[c:10]([N+:15](=[O:16])[O-:17])[cH:11][cH:12]1. Reactants: Cl.C(C1=CC=CC=C1)OC1=C(OCCN(C)C)C=CC=C1 (N-{2-[2-(Benzyloxy)phenoxy]ethyl}-N,N-dimethylamine, hydrochloride). Reagents/catalysts: [Pd] (Pd/C). Solvent: CO (MeOH). Conditions: time 2 hour. Product: CN(CCOC1=C(C=CC=C1)O)C (2-[2-(Dimethylamino)ethoxy]phenol). The yield is 107.0%. Reaction SMILES: Cl.C([O:9][C:10]1[CH:21]=[CH:20][CH:19]=[CH:18][C:11]=1[O:12][CH2:13][CH2:14][N:15]([CH3:17])[CH3:16])C1C=CC=CC=1>CO.[Pd]>[CH3:16][N:15]([CH3:17])[CH2:14][CH2:13][O:12][C:11]1[CH:18]=[CH:19][CH:20]=[CH:21][C:10]=1[OH:9] |f:0.1|. Reported procedure: To a solution of N-{2-[2-(benzyloxy)phenoxy]ethyl}-N,N-dimethylamine (from Step 1; 7.60 g, 28.0 mmol) in MeOH (80 mL) was added 10% Pd/C (0.8 g) and the mixture was hydrogenated at 70 psi and room temperature for 2 h. The reaction mixture was filtered through a pad of Celite® and silica. The solvent was then removed under reduced pressure to give 5.43 g (quantitative yield) of the title compound as off-white crystals: mp 220° C. HRMS m/z calcd for C10H15NO2 (M)+ 181.1103. Found 181.1105. *The co... Reactants: N1C=CC2=CC=CC=C12 (indole), S([O-])(O)=O.[Na+] (sodium bisulfite). The solvent is C(C)O (ethanol), O (water). Conditions: time 12 hour. The product is N1C(=CC2=CC=CC=C12)S(=O)(=O)[O-].[Na+] (sodium indole-2-sulfonate). Reaction SMILES: [NH:1]1[C:9]2[C:4](=[CH:5][CH:6]=[CH:7][CH:8]=2)[CH:3]=[CH:2]1.[S:10](=[O:13])([OH:12])[O-:11].[Na+:14]>C(O)C.O>[NH:1]1[C:9]2[C:4](=[CH:5][CH:6]=[CH:7][CH:8]=2)[CH:3]=[C:2]1[S:10]([O-:13])(=[O:12])=[O:11].[Na+:14] |f:1.2,5.6|. Procedure details: FIG. 1b shows the synthesis of 5,6,7-trichlorogramine. A solution of indole (AA) in ethanol is added to a solution of sodium bisulfite in water. The mixture is stirred at room temperature for 12 hrs. The solid precipitate is filtered, washed with ether, and dried to yield sodium indole-2-sulfonate (BB) as a white solid. The sodium indole-2-sulfonate product (BB) is used in the next step without further purification. MP>320° C.; IR (KBr, cm−1) 3470, 3250, 1650, 1600, 1490, 1460, 1210, 1170, 1040,... The reactants are CC(=O)[O-], CC(=O)[O-], COc1c2ccc(Cl)cc2nn2cccc12, [Hg+2], NCc1ccccc1, c1ccccc1. The product is Clc1ccc2c(NCc3ccccc3)c3cccn3nc2c1. As a reaction SMILES: [C:31]([O-:32])(=[O:33])[CH3:34].[C:36]([O-:37])(=[O:38])[CH3:39].[Cl:1][c:2]1[cH:3][cH:4][c:5]2[c:6]([O:15][CH3:16])[c:7]3[n:8]([n:9][c:10]2[cH:11]1)[cH:12][cH:13][cH:14]3.[Hg+2:35].[NH2:17][CH2:18][c:19]1[cH:20][cH:21][cH:22][cH:23][cH:24]1.[cH:25]1[cH:26][cH:27][cH:28][cH:29][cH:30]1>>[Cl:1][c:2]1[cH:3][cH:4][c:5]2[c:6]([NH:17][CH2:18][c:19]3[cH:20][cH:21][cH:22][cH:23][cH:24]3)[c:7]3[n:8]([n:9][c:10]2[cH:11]1)[cH:12][cH:13][cH:14]3.